From a dataset of the Open Reaction Database (ORD), a public repository of structured organic reaction records. describe an organic reaction: reactants, conditions, products, and yield Starting materials: [O-2].[Nd+3].[O-2].[O-2].[Nd+3] (neodymium oxide), [Nd] (neodymium), aqueous solution, [Cl-].[Nd+3].[Cl-].[Cl-] (neodymium chloride), [Nd] (neodymium), C(C)C(COP(OCC(CCCC)CC)(O)=O)CCCC (di(2-ethylhexyl)phosphoric acid), CC1CCCCC1 (methylcyclohexane). Solvent: O (water). Reaction conditions: time 5 hour. Product: C(C)C(COP(=O)(OCC(CCCC)CC)[O-])CCCC.[Nd+] (neodymium di(2-ethylhexyl)phosphate). The yield is 98.0%. As a reaction SMILES: [O-2].[Nd+3:2].[O-2].[O-2].[Nd+3].[Nd].[Cl-].[Nd+3].[Cl-].[Cl-].[CH2:11]([CH:13]([CH2:28][CH2:29][CH2:30][CH3:31])[CH2:14][O:15][P:16](=[O:27])([OH:26])[O:17][CH2:18][CH:19]([CH2:24][CH3:25])[CH2:20][CH2:21][CH2:22][CH3:23])[CH3:12].CC1CCCCC1>O>[CH2:11]([CH:13]([CH2:28][CH2:29][CH2:30][CH3:31])[CH2:14][O:15][P:16]([O-:27])([O:17][CH2:18][CH:19]([CH2:24][CH3:25])[CH2:20][CH2:21][CH2:22][CH3:23])=[O:26])[CH3:12].[Nd+:2] |f:0.1.2.3.4,6.7.8.9,13.14|. Procedure details: 2.88 g of neodymium oxide containing 72.4% by weight of neodymium, 0.58 g of an aqueous solution of neodymium chloride containing 22.2% by weight of neodymium, 17.39 g of di(2-ethylhexyl)phosphoric acid (DEHPA) and 80 g of methylcyclohexane (MCH) are introduced into a reactor made inert beforehand with argon. The mixture is stirred and brought to 80° C. for 5 h. The mixture is cooled. Three washes with 20 g of water are successively carried out in order to remove the inorganic residues. Each was...